Dataset: the Open Reaction Database (ORD), a public repository of structured organic reaction records. Task: describe an organic reaction: reactants, conditions, products, and yield The reactants are N#Cc1ccc(SCc2ccccc2)c(N)c1, c1ccncc1, O=S(=O)(Cl)c1cc2ccccc2o1. The product is N#Cc1ccc(SCc2ccccc2)c(NS(=O)(=O)c2cc3ccccc3o2)c1. Reaction SMILES: [NH2:1][c:2]1[cH:3][c:4]([C:5]#[N:6])[cH:7][cH:8][c:9]1[S:10][CH2:11][c:12]1[cH:13][cH:14][cH:15][cH:16][cH:17]1.[cH:31]1[cH:32][cH:33][n:34][cH:35][cH:36]1.[o:18]1[c:19]([S:27](=[O:28])(=[O:29])[Cl:30])[cH:20][c:21]2[c:22]1[cH:23][cH:24][cH:25][cH:26]2>>[NH:1]([c:2]1[cH:3][c:4]([C:5]#[N:6])[cH:7][cH:8][c:9]1[S:10][CH2:11][c:12]1[cH:13][cH:14][cH:15][cH:16][cH:17]1)[S:27]([c:19]1[o:18][c:22]2[c:21]([cH:20]1)[cH:26][cH:25][cH:24][cH:23]2)(=[O:28])=[O:29].